Dataset: the Open Reaction Database (ORD), a public repository of structured organic reaction records. Task: describe an organic reaction: reactants, conditions, products, and yield The reactants are COC(CSCC1=CC(NC2=CC=C(C=C12)C1=C(C=CC=C1)OC)(C)C)=O ([6-(2-Methoxyphenyl)-2,2-dimethyl-1,2-dihydroquinolin-4-ylmethylsulfanyl]acetic acid methyl ester), BrCC1=CC(NC2=CC=C(C=C12)C1=C(C=CC=C1)OC)(C)C (4-bromomethyl-6-(2-methoxyphenyl)-2,2-dimethyl-1,2-dihydroquinoline), C([O-])([O-])=O.[K+].[K+] (potassium carbonate), C(CS)(=O)OC (methyl thioglycolate). The product is COC1=C(C=CC=C1)C=1C=C2C(=CC(NC2=CC1)(C)C)CNC1=CC=CC=C1 ([6-(2-methoxyphenyl)-2,2-dimethyl-1,2-dihydroquinolin-4-ylmethyl]phenylamine). RXN SMILES: COC(=O)CSCC1[C:16]2[C:11](=[CH:12][CH:13]=[C:14](C3C=CC=CC=3OC)[CH:15]=2)[NH:10]C(C)(C)C=1.Br[CH2:29][C:30]1[C:39]2[C:34](=[CH:35][CH:36]=[C:37]([C:40]3[CH:45]=[CH:44][CH:43]=[CH:42][C:41]=3[O:46][CH3:47])[CH:38]=2)[NH:33][C:32]([CH3:49])([CH3:48])[CH:31]=1.C(=O)([O-])[O-].[K+].[K+].C(OC)(=O)CS>>[CH3:47][O:46][C:41]1[CH:42]=[CH:43][CH:44]=[CH:45][C:40]=1[C:37]1[CH:38]=[C:39]2[C:34](=[CH:35][CH:36]=1)[NH:33][C:32]([CH3:49])([CH3:48])[CH:31]=[C:30]2[CH2:29][NH:10][C:11]1[CH:16]=[CH:15][CH:14]=[CH:13][CH:12]=1 |f:2.3.4|. Procedure: [6-(2-Methoxyphenyl)-2,2-dimethyl-1,2-dihydroquinolin-4-ylmethylsulfanyl]acetic acid methyl ester 100 mg of 4-bromomethyl-6-(2-methoxyphenyl)-2,2-dimethyl-1,2-dihydroquinoline, 80 mg of potassium carbonate, and 52 μL of methyl thioglycolate reacted to give 4 mg of the title compound as an oil. Reactants: C(C)(=O)N1CCC(CC1)CCC(=O)C1=CC2=C(CCCN(C2)C=O)C=C1 (3-(1-acetyl-4-piperidinyl)-1-(2-formyl-2,3,4,5-tetrahydro-1H-2-benzazepin-8-yl)-1-propanone), Cl (hydrochloric acid). Run in CO (methanol). Reaction conditions: temperature 82.5 celsius. Product: C(C)(=O)N1CCC(CC1)CCC(=O)C1=CC2=C(CCCNC2)C=C1 (3-(1-acetyl-4-piperidinyl)-1-(2,3,4,5-tetrahydro-1H-2-benzazepin-8-yl)-1-propanone). The yield is 73.1%. Reaction SMILES: [C:1]([N:4]1[CH2:9][CH2:8][CH:7]([CH2:10][CH2:11][C:12]([C:14]2[CH:26]=[CH:25][C:17]3[CH2:18][CH2:19][CH2:20][N:21](C=O)[CH2:22][C:16]=3[CH:15]=2)=[O:13])[CH2:6][CH2:5]1)(=[O:3])[CH3:2].Cl>CO>[C:1]([N:4]1[CH2:9][CH2:8][CH:7]([CH2:10][CH2:11][C:12]([C:14]2[CH:26]=[CH:25][C:17]3[CH2:18][CH2:19][CH2:20][NH:21][CH2:22][C:16]=3[CH:15]=2)=[O:13])[CH2:6][CH2:5]1)(=[O:3])[CH3:2]. Procedure: A solution of 3-(1-acetyl-4-piperidinyl)-1-(2-formyl-2,3,4,5-tetrahydro-1H-2-benzazepin-8-yl)-1-propanone (7.03 g, 20.5 mmol), prepared in 1), in methanol (100 ml) was mixed with concentrated hydrochloric acid (100 ml) and the mixture was heated at 80-85° C. for 1 hour. The methanol was then distilled off and the residual aqueous solution was made basic with NaOH/H2O and extracted with ethyl acetate-tetrahydrofuran (2:1). The extract was washed with saturated NaCl/H2O and dried over MgSO4. The s... Yields the product OCCOc1c(Cl)cc(O)cc1Cl. Reaction SMILES: [CH3:23][CH2:24][OH:25].[Cl:1][c:2]1[c:3]([O:4][CH2:5][CH2:6][OH:7])[c:8]([Cl:20])[cH:9][c:10]([O:12][CH2:13][c:14]2[cH:15][cH:16][cH:17][cH:18][cH:19]2)[cH:11]1.[H:21][H:22]>>[Cl:1][c:2]1[c:3]([O:4][CH2:5][CH2:6][OH:7])[c:8]([Cl:20])[cH:9][c:10]([OH:12])[cH:11]1. Reactants: CCO, OCCOc1c(Cl)cc(OCc2ccccc2)cc1Cl, [H][H]. Reactants: N#Cc1nn(-c2c(Cl)cc(C(F)(F)F)cc2Cl)cc1C1CC(=O)C1(Cl)Cl, CCCC[SnH](CCCC)CCCC, Cc1ccccc1, CC(C)(C#N)N=NC(C)(C)C#N. The product is N#Cc1nn(-c2c(Cl)cc(C(F)(F)F)cc2Cl)cc1C1CC(=O)C1. RXN SMILES: [C:1](#[N:2])[c:3]1[n:4][n:5](-[c:15]2[c:16]([Cl:26])[cH:17][c:18]([C:22]([F:23])([F:24])[F:25])[cH:19][c:20]2[Cl:21])[cH:6][c:7]1[CH:8]1[C:9]([Cl:13])([Cl:14])[C:10](=[O:12])[CH2:11]1.[CH2:39]([SnH:40]([CH2:41][CH2:42][CH2:43][CH3:44])[CH2:45][CH2:46][CH2:47][CH3:48])[CH2:49][CH2:50][CH3:51].[CH3:52][c:53]1[cH:54][cH:55][cH:56][cH:57][cH:58]1.[N:27]([C:28]([CH3:29])([CH3:30])[C:31]#[N:32])=[N:33][C:34]([CH3:35])([CH3:36])[C:37]#[N:38]>>[C:1](#[N:2])[c:3]1[n:4][n:5](-[c:15]2[c:16]([Cl:26])[cH:17][c:18]([C:22]([F:23])([F:24])[F:25])[cH:19][c:20]2[Cl:21])[cH:6][c:7]1[CH:8]1[CH2:9][C:10](=[O:12])[CH2:11]1. The reactants are ON=C(C1=CC2=C(B(OC2(C)C)O)C=C1)Cl (N,1-dihydroxy-3,3-dimethyl-1,3-dihydrobenzo[c][1,2]oxaborole-5-carbimidoyl chloride), BrC1=C(C(=CC(=C1)C(=C)C(F)(F)F)Br)F (1,3-dibromo-2-fluoro-5-(3,3,3-trifluoro-prop-1-en-2-yl)benzene), TEA, CC(OCC)=O (EA). Solvent: CN(C)C=O (DMF). Run at temperature 25 celsius, time 12 hour. Yields the product BrC=1C=C(C=C(C1F)Br)C1(CC(=NO1)C1=CC2=C(B(OC2(C)C)O)C=C1)C(F)(F)F (5-(5-(3,5-dibromo-4-fluorophenyl)-5-(trifluoromethyl)-4,5-dihydroisoxazol-3-yl)-3,3-dimethylbenzo[c][1,2]oxaborol-1(3H)-ol). Yield: 64.8%. RXN SMILES: [OH:1][N:2]=[C:3](Cl)[C:4]1[CH:15]=[CH:14][C:7]2[B:8]([OH:13])[O:9][C:10]([CH3:12])([CH3:11])[C:6]=2[CH:5]=1.[Br:17][C:18]1[CH:23]=[C:22]([C:24]([C:26]([F:29])([F:28])[F:27])=[CH2:25])[CH:21]=[C:20]([Br:30])[C:19]=1[F:31].CC(=O)OCC>CN(C=O)C>[Br:17][C:18]1[CH:23]=[C:22]([C:24]2([C:26]([F:29])([F:28])[F:27])[O:1][N:2]=[C:3]([C:4]3[CH:15]=[CH:14][C:7]4[B:8]([OH:13])[O:9][C:10]([CH3:12])([CH3:11])[C:6]=4[CH:5]=3)[CH2:25]2)[CH:21]=[C:20]([Br:30])[C:19]=1[F:31]. Reported procedure: To a solution of N,1-dihydroxy-3,3-dimethyl-1,3-dihydrobenzo[c][1,2]oxaborole-5-carbimidoyl chloride (34 mg, 0.14 mmol) in DMF (3 mL) was added 1,3-dibromo-2-fluoro-5-(3,3,3-trifluoro-prop-1-en-2-yl)benzene (50 mg, 0.14 mmol) and TEA (15 mg, 0.14 mmol) at rt. The mixture was stirred at 25° C. for 12 h, quenched with water, extracted with EA (3×10 mL). The combined organic layer was washed with brine, dried over Na2SO4, filtered and concentrated. The residue was purified by column chromatography ... Starting materials: [Ag+2], O=C([O-])[O-], CC(CO)c1ccc2c(c1)C=Cc1ccccc1C21OCCO1, c1ccccc1. Product: CC(C=O)c1ccc2c(c1)C=Cc1ccccc1C21OCCO1. As a reaction SMILES: [Ag+2:28].[C:24](=[O:25])([O-:26])[O-:27].[CH2:1]1[O:2][C:3]2([c:4]3[c:5]([cH:18][cH:19][cH:20][cH:21]3)[CH:6]=[CH:7][c:8]3[c:9]2[cH:10][cH:11][c:12]([CH:14]([CH2:15][OH:16])[CH3:17])[cH:13]3)[O:22][CH2:23]1.[cH:29]1[cH:30][cH:31][cH:32][cH:33][cH:34]1>>[CH2:1]1[O:2][C:3]2([c:4]3[c:5]([cH:18][cH:19][cH:20][cH:21]3)[CH:6]=[CH:7][c:8]3[c:9]2[cH:10][cH:11][c:12]([CH:14]([CH:15]=[O:16])[CH3:17])[cH:13]3)[O:22][CH2:23]1.